Dataset: the Open Reaction Database (ORD), a public repository of structured organic reaction records. Task: describe an organic reaction: reactants, conditions, products, and yield Reactants: [Al+3], COC1CN(c2ccc(C#CC3(O)CN4CCC3CC4)c(Cc3ccccc3)n2)CC1O, CCOCC, [H-], [H-], [H-], [H-], [Li+], [Na+], C1CCOC1, [OH-], O. Product: COC1CN(c2ccc(C=CC3(O)CN4CCC3CC4)c(Cc3ccccc3)n2)CC1O. Reaction SMILES: [Al+3:34].[CH2:1]([c:2]1[cH:3][cH:4][cH:5][cH:6][cH:7]1)[c:8]1[n:9][c:10]([N:25]2[CH2:26][CH:27]([OH:32])[CH:28]([O:30][CH3:31])[CH2:29]2)[cH:11][cH:12][c:13]1[C:14]#[C:15][C:16]1([OH:24])[CH2:17][N:18]2[CH2:19][CH2:20][CH:21]1[CH2:22][CH2:23]2.[CH2:42]([O:43][CH2:44][CH3:45])[CH3:46].[H-:33].[H-:36].[H-:37].[H-:38].[Li+:35].[Na+:41].[O:47]1[CH2:48][CH2:49][CH2:50][CH2:51]1.[OH-:40].[OH2:39]>>[CH2:1]([c:2]1[cH:3][cH:4][cH:5][cH:6][cH:7]1)[c:8]1[n:9][c:10]([N:25]2[CH2:26][CH:27]([OH:32])[CH:28]([O:30][CH3:31])[CH2:29]2)[cH:11][cH:12][c:13]1[CH:14]=[CH:15][C:16]1([OH:24])[CH2:17][N:18]2[CH2:19][CH2:20][CH:21]1[CH2:22][CH2:23]2. Reactants: CC(C)(C)C1=NC(=NC(=C1O)C(C)(C)C)C(C1C(N(OCC1)C)=O)O (4-[[4,6-bis(1,1-dimethylethyl)-5-hydroxy-2-pyrimidinyl]hydroxymethyl]tetrahydro-2-methyl-2H-1,2-oxazin-3-one), O.C1(=CC=C(C=C1)S(=O)(=O)O)C (p-toluenesulfonic acid monohydrate). Solvent: C1(=CC=CC=C1)C (toluene). Yields the product CC(C)(C)C1=NC(=NC(=C1O)C(C)(C)C)\C=C/1\C(N(OCC1)C)=O ((E)-4-[[4,6-Bis(1,1-dimethylethyl)-5-hydroxy-2-pyrimidinyl]methylene]tetrahydro-2-methyl-2H-1,2-oxazin-3-one). The yield is 30.0%. As a reaction SMILES: [CH3:1][C:2]([C:5]1[C:10]([OH:11])=[C:9]([C:12]([CH3:15])([CH3:14])[CH3:13])[N:8]=[C:7]([CH:16](O)[CH:17]2[CH2:22][CH2:21][O:20][N:19]([CH3:23])[C:18]2=[O:24])[N:6]=1)([CH3:4])[CH3:3].O.C1(C)C=CC(S(O)(=O)=O)=CC=1>C1(C)C=CC=CC=1>[CH3:4][C:2]([C:5]1[C:10]([OH:11])=[C:9]([C:12]([CH3:13])([CH3:14])[CH3:15])[N:8]=[C:7](/[CH:16]=[C:17]2/[C:18](=[O:24])[N:19]([CH3:23])[O:20][CH2:21][CH2:22]/2)[N:6]=1)([CH3:1])[CH3:3] |f:1.2|. Procedure: A mixture of 0.70 g (2.0 mmol) of 4-[[4,6-bis(1,1-dimethylethyl)-5-hydroxy-2-pyrimidinyl]hydroxymethyl]tetrahydro-2-methyl-2H-1,2-oxazin-3-one, Example 7, and 0.040 g (0.20 mmol) of p-toluenesulfonic acid monohydrate in 15 mL of toluene was stirred at reflux for 18 hours. The cooled reaction mixture was evaporated, and the residue was purified by flash chromatography (silica gel, 15% ethyl acetate in hexane elution) to yield 0.20 g (31%) of the title compound, mp 180°-181° C.; 1H NMR (deuterioch... The yield is 79.8%. Procedure: A mixture of cyano-[1-(4-methoxy-phenyl)-cyclohexyl]-acetic acid ethyl ester (1.84 g), potassium hydroxide (1.27 g), ethylene glycol (5 ml) and water (0.025 ml) was heated to 180° C. for 21 h. After cooling to room temperature, water was added and washed with diethyl ether. The aqueous phase was acidified using concentrated HCl and extracted with dichloromethane. The organic phase was washed with brine, dried (MgSO4), filtered and concentrated to dryness to give the title compound as an off-whit... Product: COC1=CC=C(C=C1)C1(CCCCC1)CC(=O)O ([1-(4-Methoxy-phenyl)-cyclohexyl]-acetic acid). Solvent: O (water), O (water). Reaction conditions: temperature 180 celsius. Reaction SMILES: C([O:3][C:4](=[O:22])[CH:5](C#N)[C:6]1([C:12]2[CH:17]=[CH:16][C:15]([O:18][CH3:19])=[CH:14][CH:13]=2)[CH2:11][CH2:10][CH2:9][CH2:8][CH2:7]1)C.[OH-].[K+].C(O)CO>O>[CH3:19][O:18][C:15]1[CH:14]=[CH:13][C:12]([C:6]2([CH2:5][C:4]([OH:22])=[O:3])[CH2:11][CH2:10][CH2:9][CH2:8][CH2:7]2)=[CH:17][CH:16]=1 |f:1.2|. Reactants: C(C)OC(C(C1(CCCCC1)C1=CC=C(C=C1)OC)C#N)=O (cyano-[1-(4-methoxy-phenyl)-cyclohexyl]-acetic acid ethyl ester), [OH-].[K+] (potassium hydroxide), C(CO)O (ethylene glycol). Yields the product C(=O)(O)C(CC1=CC=C(C=C1)NC1=NC2=CC=CC=C2C=C1)NC1=NC2=CC=C(C=C2C=C1C(=O)O)Cl (2-{1-Carboxy-2-[4-(quinolin-2-ylamino)-phenyl]-ethylamino}-6-chloro-quinoline-3-carboxylic acid). Reactants: ClC1=NC2=CC=C(C=C2C=C1C(=O)O)Cl (2,6-dichloroquinoline-3-carboxylic acid), NC(C(=O)O)CC1=CC=C(C=C1)NC1=NC2=CC=CC=C2C=C1 (2-amino-3-[4-(quinolin-2-ylamino)-phenyl]-propionic acid). RXN SMILES: Cl[C:2]1[C:11]([C:12]([OH:14])=[O:13])=[CH:10][C:9]2[C:4](=[CH:5][CH:6]=[C:7]([Cl:15])[CH:8]=2)[N:3]=1.[NH2:16][CH:17]([CH2:21][C:22]1[CH:27]=[CH:26][C:25]([NH:28][C:29]2[CH:38]=[CH:37][C:36]3[C:31](=[CH:32][CH:33]=[CH:34][CH:35]=3)[N:30]=2)=[CH:24][CH:23]=1)[C:18]([OH:20])=[O:19]>>[C:18]([CH:17]([NH:16][C:2]1[C:11]([C:12]([OH:14])=[O:13])=[CH:10][C:9]2[C:4](=[CH:5][CH:6]=[C:7]([Cl:15])[CH:8]=2)[N:3]=1)[CH2:21][C:22]1[CH:27]=[CH:26][C:25]([NH:28][C:29]2[CH:38]=[CH:37][C:36]3[C:31](=[CH:32][CH:33]=[CH:34][CH:35]=3)[N:30]=2)=[CH:24][CH:23]=1)([OH:20])=[O:19]. Procedure: In close analogy to the procedure described in Example 104b, 2,6-dichloroquinoline-3-carboxylic acid is reacted with 2-amino-3-[4-(quinolin-2-ylamino)-phenyl]-propionic acid (prepared by reaction of 2-amino-3-(4-aminophenyl)-propionic acid with 2-chloro-quinoline as in Example 104a) to provide the title compound in good yield. The reactants are N#CCCN(Cc1ccccc1)C1CCNC1, CC(C)C(C#N)(CCCI)c1cccs1, [I-]. Product: CC(C)C(C#N)(CCCN1CCC(N(CCC#N)Cc2ccccc2)C1)c1cccs1. Reaction SMILES: [C:17](#[N:18])[CH2:19][CH2:20][N:21]([CH2:22][c:23]1[cH:24][cH:25][cH:26][cH:27][cH:28]1)[CH:29]1[CH2:30][NH:31][CH2:32][CH2:33]1.[C:1](#[N:2])[C:3]([CH2:4][CH2:5][CH2:6][I:7])([CH:8]([CH3:9])[CH3:10])[c:11]1[s:12][cH:13][cH:14][cH:15]1.[I-:16]>>[C:1](#[N:2])[C:3]([CH2:4][CH2:5][CH2:6][N:31]1[CH2:30][CH:29]([N:21]([CH2:20][CH2:19][C:17]#[N:18])[CH2:22][c:23]2[cH:24][cH:25][cH:26][cH:27][cH:28]2)[CH2:33][CH2:32]1)([CH:8]([CH3:9])[CH3:10])[c:11]1[s:12][cH:13][cH:14][cH:15]1. The reactants are CC(C)O, CCO, Clc1ncccn1, NCCc1c[nH]cn1, O=C(O)C(=O)O. Yields the product c1cnc(NCCc2c[nH]cn2)nc1. Reaction SMILES: [CH3:22][CH:23]([OH:24])[CH3:25].[CH3:26][CH2:27][OH:28].[Cl:1][c:2]1[n:3][cH:4][cH:5][cH:6][n:7]1.[NH2:8][CH2:9][CH2:10][c:11]1[cH:12][nH:13][cH:14][n:15]1.[OH:16][C:17]([C:18](=[O:19])[OH:20])=[O:21]>>[c:2]1([NH:8][CH2:9][CH2:10][c:11]2[cH:12][nH:13][cH:14][n:15]2)[n:3][cH:4][cH:5][cH:6][n:7]1. Reaction SMILES: [C:1]([C:4]1[CH:11]=[CH:10][C:7]([CH:8]=O)=[CH:6][CH:5]=1)([OH:3])=[O:2].[CH3:12][C:13](=[O:18])[CH2:14][C:15](=[O:17])[CH3:16].S(Cl)(Cl)=O>CC(O)C>[C:1]([C:4]1[CH:11]=[CH:10][C:7]([CH:8]=[C:14]([C:13](=[O:18])[CH3:12])[C:15](=[O:17])[CH3:16])=[CH:6][CH:5]=1)([OH:3])=[O:2]. Procedure details: To a suspension containing 3.0 g (0.02mol) of 4-carboxybenzaldehyde and 3.0 g (0.03mol) of 2,4-pentanedione in 10ml of 2-propanol was gradually added 3.0 g (0.025mol) of thionyl chloride with stirring and cooling (below 20° C). The mixture was stirred over night at 20° C. After filtering the product was washed with 2-propanol, yield 1.8 g, mp 195°-199° C. Yields the product C(=O)(O)C1=CC=C(C=C(C(C)=O)C(C)=O)C=C1 (3-(4-Carboxybenzylidene)-2,4-pentanedione). The reactants are C(=O)(O)C1=CC=C(C=O)C=C1 (4-carboxybenzaldehyde), CC(CC(C)=O)=O (2,4-pentanedione), S(=O)(Cl)Cl (thionyl chloride). Run in CC(C)O (2-propanol). The reactants are CC(C)CC(C)(N)C(=O)O, CN(C)C=O, O=Cc1ccc(-c2nc3ccn4cnnc4c3cc2-c2ccccc2)cc1. Yields the product NCc1ccc(-c2nc3ccn4cnnc4c3cc2-c2ccccc2)cc1. RXN SMILES: [NH2:28][C:29]([CH3:30])([CH2:31][CH:32]([CH3:33])[CH3:34])[C:35]([OH:36])=[O:37].[O:38]=[CH:39][N:40]([CH3:41])[CH3:42].[c:1]1(-[c:7]2[c:8](-[c:20]3[cH:21][cH:22][c:23]([CH:24]=[O:25])[cH:26][cH:27]3)[n:9][c:10]3[cH:11][cH:12][n:13]4[c:14]([c:15]3[cH:16]2)[n:17][n:18][cH:19]4)[cH:2][cH:3][cH:4][cH:5][cH:6]1>>[c:1]1(-[c:7]2[c:8](-[c:20]3[cH:21][cH:22][c:23]([CH2:24][NH2:28])[cH:26][cH:27]3)[n:9][c:10]3[cH:11][cH:12][n:13]4[c:14]([c:15]3[cH:16]2)[n:17][n:18][cH:19]4)[cH:2][cH:3][cH:4][cH:5][cH:6]1. The reactants are C1(=CC=CC=C1)S (thiophenol), [H-].[Na+] (sodium hydride), ClC=1C=CC=2N(C(C3=C(N(C2N1)CC)N=CC(=C3)CCl)=O)C (2-chloro-8-chloromethyl-5,11-dihydro-11-ethyl-5-methyl-6H-dipyrido[3,2-b:2',3'-e][1,4]diazepin-6-one). Run in CN(C=O)C (N,N-dimethylformamide). Run at time 18 hour. Product: ClC=1C=CC=2N(C(C3=C(N(C2N1)CC)N=CC(=C3)CSC3=CC=CC=C3)=O)C (2-chloro-5,11-dihydro-11-ethyl-5-methyl-8-(phenylthio)methyl-6H-dipyrido[3,2-b:2',3'-e][1,4]diazepin-6-one). Isolated yield 61.3%. RXN SMILES: [C:1]1([SH:7])[CH:6]=[CH:5][CH:4]=[CH:3][CH:2]=1.[H-].[Na+].[Cl:10][C:11]1[CH:12]=[CH:13][C:14]2[N:15]([CH3:31])[C:16](=[O:30])[C:17]3[CH:27]=[C:26]([CH2:28]Cl)[CH:25]=[N:24][C:18]=3[N:19]([CH2:22][CH3:23])[C:20]=2[N:21]=1>CN(C)C=O>[Cl:10][C:11]1[CH:12]=[CH:13][C:14]2[N:15]([CH3:31])[C:16](=[O:30])[C:17]3[CH:27]=[C:26]([CH2:28][S:7][C:1]4[CH:6]=[CH:5][CH:4]=[CH:3][CH:2]=4)[CH:25]=[N:24][C:18]=3[N:19]([CH2:22][CH3:23])[C:20]=2[N:21]=1 |f:1.2|. Procedure details: To a solution of thiophenol (0.16 mL, 1.6 mmol) in N,N-dimethylformamide (15 mL) was treated with sodium hydride (60% wt, 62 mg, 1.6 mmol). After stirring 15 minutes the 2-chloro-8-chloromethyl-5,11-dihydro-11-ethyl-5-methyl-6H-dipyrido[3,2-b:2',3'-e][1,4]diazepin-6-one (0.50 g, 1.5 mmol) was added and the mixture was stirred for 18 hours more. The excess thiolate was quenched with methanol and the mixture was diluted with aqueous sodium bicarbonate and extracted with dichloromethane. The organi...